Dataset: the Open Reaction Database (ORD), a public repository of structured organic reaction records. Task: describe an organic reaction: reactants, conditions, products, and yield Starting materials: C(C(C)C)N1C(=NC2=C1C=C(C=C2)C=NC)N (1-isobutyl-2-amino-6-(methyliminomethyl)-1H-benzimidazole), C1(=CC=C(C=C1)S(=O)(=O)C(C1=CC=CC=C1)[N+]#[C-])C (α-(p-toluenesulfonyl)benzylisocyanide), CN (methylamine). Solvent: CO (methanol). Product: C(C(C)C)N1C(=NC2=C1C=C(C=C2)C2=C(N=CN2C)C2=CC=CC=C2)N (1-Isobutyl-2-amino-6-(1-methyl-4-phenyl-1H-imidazol-5-yl)-1H-benzimidazole). Reaction SMILES: [CH2:1]([N:5]1[C:9]2[CH:10]=[C:11]([CH:14]=[N:15][CH3:16])[CH:12]=[CH:13][C:8]=2[N:7]=[C:6]1[NH2:17])[CH:2]([CH3:4])[CH3:3].C1(C)C=CC(S([CH:27]([N+:34]#[C-:35])[C:28]2[CH:33]=[CH:32][CH:31]=[CH:30][CH:29]=2)(=O)=O)=CC=1.CN>CO>[CH2:1]([N:5]1[C:9]2[CH:10]=[C:11]([C:14]3[N:15]([CH3:16])[CH:35]=[N:34][C:27]=3[C:28]3[CH:29]=[CH:30][CH:31]=[CH:32][CH:33]=3)[CH:12]=[CH:13][C:8]=2[N:7]=[C:6]1[NH2:17])[CH:2]([CH3:4])[CH3:3]. Procedure details: Heat a mixture of 1-isobutyl-2-amino-6-(methyliminomethyl)-1H-benzimidazole (504 mg, 2.19 mmol), α-(p-toluenesulfonyl)benzylisocyanide (1.48 g, 5.47 mmol), methanol (7 mL), and methylamine (5.5 mL, 2M in tetrahydrofuran) in a sealed tube at 80° C. for 20 hours. Cool to room temperature and concentrate under reduced pressure. Subject residue to silica gel chromatography, eluting with a 1:1 mixture of acetonitrile and dichloromethane containing 5% methanol to provide the desired compound.